This data is from the Open Reaction Database (ORD), a public repository of structured organic reaction records. The task is: describe an organic reaction: reactants, conditions, products, and yield Reactants: OC(CBr)c1cc(Br)no1, O=C([O-])[O-], CC(C)=O, [K+], [K+]. Yields the product Brc1cc(C2CO2)on1. RXN SMILES: [Br:1][CH2:2][CH:3]([OH:4])[c:5]1[cH:6][c:7]([Br:10])[n:8][o:9]1.[C:11](=[O:12])([O-:13])[O-:14].[CH3:17][C:18](=[O:19])[CH3:20].[K+:15].[K+:16]>>[CH2:2]1[CH:3]([c:5]2[cH:6][c:7]([Br:10])[n:8][o:9]2)[O:4]1. Starting materials: O=C([O-])[O-], COc1cc2c(Cl)ncnc2cc1OCc1ccccc1, Oc1ccc(Cl)cc1F, [K+], [K+], CN(C)C=O, O. Product: COc1cc2c(Oc3ccc(Cl)cc3F)ncnc2cc1OCc1ccccc1. RXN SMILES: [C:22](=[O:23])([O-:24])[O-:25].[CH2:1]([c:2]1[cH:3][cH:4][cH:5][cH:6][cH:7]1)[O:8][c:9]1[c:10]([O:20][CH3:21])[cH:11][c:12]2[c:13]([Cl:19])[n:14][cH:15][n:16][c:17]2[cH:18]1.[Cl:28][c:29]1[cH:30][c:31]([F:36])[c:32]([OH:35])[cH:33][cH:34]1.[K+:26].[K+:27].[O:38]=[CH:39][N:40]([CH3:41])[CH3:42].[OH2:37]>>[CH2:1]([c:2]1[cH:3][cH:4][cH:5][cH:6][cH:7]1)[O:8][c:9]1[c:10]([O:20][CH3:21])[cH:11][c:12]2[c:13]([O:35][c:32]3[c:31]([F:36])[cH:30][c:29]([Cl:28])[cH:34][cH:33]3)[n:14][cH:15][n:16][c:17]2[cH:18]1. The reactants are OC=1C=CC=C2C=CNC12 (7-hydroxyindole), C([O-])([O-])=O.[K+].[K+] (potassium carbonate), ICCCC (iodobutane). The solvent is C(C)C(=O)C (methyl ethyl ketone). Reaction conditions: temperature 55 celsius. Product: C(CCC)OC=1C=CC=C2C=CNC12 (7-n-butoxyindole). Isolated yield 90.0%. As a reaction SMILES: [OH:1][C:2]1[CH:3]=[CH:4][CH:5]=[C:6]2[C:10]=1[NH:9][CH:8]=[CH:7]2.C(=O)([O-])[O-].[K+].[K+].I[CH2:18][CH2:19][CH2:20][CH3:21]>C(C(C)=O)C>[CH2:18]([O:1][C:2]1[CH:3]=[CH:4][CH:5]=[C:6]2[C:10]=1[NH:9][CH:8]=[CH:7]2)[CH2:19][CH2:20][CH3:21] |f:1.2.3|. Procedure details: To a stirred solution of 7-hydroxyindole and potassium carbonate (325 mg, 2.35 mmol) in methyl ethyl ketone (2.4 mL) was added iodobutane (1.24 mL, 10.8 mmol) at room temperature. After the mixture was heated at 55° C. for 12 h the solvent was removed and water was added. The mixture was extracted with EtOAc (3 times), dried over anhydrous MgSO4, filtered and evaporated. After chromatographic purification on silica gel, 7-n-butoxyindole was obtained in 90% yield (310 mg). 1H NMR (500 MHz, CDCl3)... Starting materials: CC1(OC[C@H](O1)COC1=CC=C(C=C1)CCCC=O)C (4-[4-((R)-2,2-Dimethyl-[1,3]dioxolan-4-ylmethoxy)-phenyl]-butyraldehyde), C(C)(C)(C)S(=O)N (tert-butyl sulfinamide). Reagents/catalysts: [O-]CC.[Ti+4].[O-]CC.[O-]CC.[O-]CC (titanium ethoxide). Solvent: C1CCOC1 (THF). Run at time 8 hour. Product: CC1(OC[C@H](O1)COC1=CC=C(C=C1)CCC\C=N\S(=O)C(C)(C)C)C (2-Methyl-propane-2-sulfinic acid [4-[4-((R)-2,2-dimethyl-[1,3]dioxolan-4-ylmethoxy)-phenyl]-but-(E)-ylidene]-amide). As a reaction SMILES: [CH3:1][C:2]1([CH3:20])[O:6][C@H:5]([CH2:7][O:8][C:9]2[CH:14]=[CH:13][C:12]([CH2:15][CH2:16][CH2:17][CH:18]=O)=[CH:11][CH:10]=2)[CH2:4][O:3]1.[C:21]([S:25]([NH2:27])=[O:26])([CH3:24])([CH3:23])[CH3:22]>C1COCC1.[O-]CC.[Ti+4].[O-]CC.[O-]CC.[O-]CC>[CH3:1][C:2]1([CH3:20])[O:6][C@H:5]([CH2:7][O:8][C:9]2[CH:14]=[CH:13][C:12]([CH2:15][CH2:16][CH2:17]/[CH:18]=[N:27]/[S:25]([C:21]([CH3:24])([CH3:23])[CH3:22])=[O:26])=[CH:11][CH:10]=2)[CH2:4][O:3]1 |f:3.4.5.6.7|. Procedure details: To 4-[4-((R)-2,2-Dimethyl-[1,3]dioxolan-4-ylmethoxy)-phenyl]-butyraldehyde (4.28 g, 15.4 mmol) in THF (150 ml) is added tert-butyl sulfinamide (2.05 g, 16.9 mmol) followed by titanium ethoxide (6.5 ml, 30.8 mmol). The yellow solution formed is stirred at room temperature overnight. The solution is quenched with 1 N NaOH (200 ml) and EtOAc (100 ml) and stirred for 30 minutes at room temperature. The resultant mixture is filtered through Celite™ (filter material) and the organic phase is separated... The reactants are C(=C)S(=O)(=O)C (methyl vinyl sulfone), NCC(C)(C)NC=1C(=NC2=CC=CC(=C2N1)C1=CC=2C(NCCC2N1)=O)C (2-(3-((1-amino-2-methylpropan-2-yl)amino)-2-methylquinoxalin-5-yl)-6,7-dihydro-1H-pyrrolo[3,2-c]pyridin-4(5H)-one), crude product, C(=C)S(=O)(=O)C (methyl vinyl sulfone). Run in C1CCOC1 (THF), CC(C)O (2-Propanol). Run at time 16 hour. The product is CC1=NC2=CC=CC(=C2N=C1NC(CNCCS(=O)(=O)C)(C)C)C1=CC=2C(NCCC2N1)=O (2-(2-methyl-3-((2-methyl-1-((2-(methylsulfonyl)ethyl)amino)propan-2-yl)amino)quinoxalin-5-yl)-6,7-dihydro-1H-pyrrolo[3,2-c]pyridin-4(5H)-one). Yield: 67.4%. Reaction SMILES: [CH:1]([S:3]([CH3:6])(=[O:5])=[O:4])=[CH2:2].[NH2:7][CH2:8][C:9]([NH:12][C:13]1[C:14]([CH3:33])=[N:15][C:16]2[C:21]([N:22]=1)=[C:20]([C:23]1[NH:31][C:30]3[CH2:29][CH2:28][NH:27][C:26](=[O:32])[C:25]=3[CH:24]=1)[CH:19]=[CH:18][CH:17]=2)([CH3:11])[CH3:10]>C1COCC1.CC(O)C>[CH3:33][C:14]1[C:13]([NH:12][C:9]([CH3:11])([CH3:10])[CH2:8][NH:7][CH2:2][CH2:1][S:3]([CH3:6])(=[O:5])=[O:4])=[N:22][C:21]2[C:16](=[CH:17][CH:18]=[CH:19][C:20]=2[C:23]2[NH:31][C:30]3[CH2:29][CH2:28][NH:27][C:26](=[O:32])[C:25]=3[CH:24]=2)[N:15]=1. Procedure: A solution of methyl vinyl sulfone (0.016 mL, 0.178 mmol) (Sigma-Aldrich) in THF (1.0 mL) was added to a mixture of 2-(3-((1-amino-2-methylpropan-2-yl)amino)-2-methylquinoxalin-5-yl)-6,7-dihydro-1H-pyrrolo[3,2-c]pyridin-4(5H)-one (341) (65 mg, 0.18 mmol) in 2-Propanol (2.00 mL); the reaction mixture was stirred at RT for 16 h when only a small amount of product was observed via lcms. More methyl vinyl sulfone (0.16 mL, 1.78 mmol) was added to the reaction mixture before it was heated in the micr... As a reaction SMILES: [ClH:1].[SH:2][C:3]1N=[C:7]([CH3:9])[CH:6]=[CH:5][N:4]=1.[Cl:10][CH:11]([S:16]Cl)[C:12](Cl)([Cl:14])[Cl:13].[C:18](O)(=O)C>>[Cl:1][C:11]([S:16][S:2][C:3]1[CH:18]=[C:7]([CH3:9])[CH:6]=[CH:5][N:4]=1)([Cl:10])[CH:12]([Cl:14])[Cl:13] |f:0.1|. Product: ClC(C(Cl)Cl)(Cl)SSC1=NC=CC(=C1)C (2-(1,1,2,2-tetrachloroethylsulfenylmercapto)-4-methyl pyridine). Reactants: Cl.SC1=NC=CC(=N1)C (2-mercapto-4-methyl pyrimidine hydrochloride), C(C)(=O)O (acetic acid), ClC(C(Cl)(Cl)Cl)SCl (tetrachloroethylsulfenylchloride). Reported procedure: A suspension was prepared by mixing 3.4 g (0.02 mol) 2-mercapto-4-methyl pyrimidine hydrochloride in 100 ml of acetic acid. Then 5.0 g (0.02 mol) of tetrachloroethylsulfenylchloride was added to this suspension all at once. The resulting mixture was stirred at the reflux temperature for 3 minutes. At the end of this time the reaction mixture was filtered while hot. The filtrate was evaporated to 10 ml by volume. This material was then diluted with 100 ml of benzene and 75 ml of hexane and cooled... Run at temperature 0 celsius, time 3 minute. The reactants are [BH4-].[Na+] (Sodium borohydride), C(C)C=1C=C2CC(CC2=CC1CC)NC[C@H](O)C=1C=CC(=C(C1)NC=O)O (N-{5-[(R)-2-(5,6-Diethyl-indan-2-ylamino)-1-hydroxy-ethyl]-2-hydroxy-phenyl}-formamide), O1CCOCC1 (dioxan), C(C)(=O)OC(C)=O (acetic anhydride). Conditions: temperature 90 celsius, time 4 hour. Yields the product C(C1=CC=CC=C1)N(C[C@H](O)C1=CC(=C(C=C1)OCC1=CC=CC=C1)NC)C1CC2=CC(=C(C=C2C1)CC)CC ((R)-2-[Benzyl-(5,6-diethyl-indan-2-yl)-amino]-1-(4-benzyloxy-3-methylamino-phenyl)-ethanol). As a reaction SMILES: [CH2:1]([C:3]1[CH:4]=[C:5]2[C:9](=[CH:10][C:11]=1[CH2:12][CH3:13])[CH2:8][CH:7]([NH:14][CH2:15][C@@H:16]([C:18]1[CH:19]=CC(O)=[C:22]([NH:24][CH:25]=O)[CH:23]=1)[OH:17])[CH2:6]2)[CH3:2].[BH4-].[Na+].C(O[C:34](=O)[CH3:35])(=O)C.O1[CH2:42][CH2:41][O:40][CH2:39][CH2:38]1>>[CH2:1]([N:14]([CH:7]1[CH2:8][C:9]2[C:5](=[CH:4][C:3]([CH2:1][CH3:2])=[C:11]([CH2:12][CH3:13])[CH:10]=2)[CH2:6]1)[CH2:15][C@@H:16]([C:18]1[CH:19]=[CH:42][C:41]([O:40][CH2:39][C:38]2[CH:35]=[CH:34][CH:8]=[CH:7][CH:6]=2)=[C:22]([NH:24][CH3:25])[CH:23]=1)[OH:17])[C:3]1[CH:4]=[CH:5][CH:9]=[CH:10][CH:11]=1 |f:1.2|. Procedure details: The product of Example 22 (260 mg) is dissolved in dioxan (20 mL). Sodium borohydride (90 mg) is added followed by the dropwise addition of acetic anhydride (142 mg). The reaction mixture is stirred at 90° C. The reaction is shown to be complete by TLC after 4 hours. The solvent is removed in vacuo and the residue is partitioned between ethyl acetate (100 mL) and water (100 mL). The organic layer is dried over MgSO4, filtered and the solvent is removed in vacuo. The product is purified by flash ...